From a dataset of the Open Reaction Database (ORD), a public repository of structured organic reaction records. describe an organic reaction: reactants, conditions, products, and yield The reactants are COC(=O)C=1N(C(C2=CC=C(C=C2C1C1=CC=CC=C1)Br)=O)CC1=CC=C(C=C1)SC (6-bromo-2-(4-methylsulfanylbenzyl)-1-oxo-4-phenyl-1,2-dihydroisoquinoline-3-carboxylic acid methyl ester), ClC1=CC(=CC=C1)C(=O)OO (m-chloro perbenzoic acid). Run in ClCCl (dichloromethane). Yields the product COC(=O)C=1N(C(C2=CC=C(C=C2C1C1=CC=CC=C1)Br)=O)CC1=CC=C(C=C1)S(=O)C (6-bromo-2-(4-methanesulfinylbenzyl)-1-oxo-4-phenyl-1,2-dihydroisoquinoline-3-carboxylic acid methyl ester). Yield: 46.4%. As a reaction SMILES: [CH3:1][O:2][C:3]([C:5]1[N:6]([CH2:23][C:24]2[CH:29]=[CH:28][C:27]([S:30][CH3:31])=[CH:26][CH:25]=2)[C:7](=[O:22])[C:8]2[C:13]([C:14]=1[C:15]1[CH:20]=[CH:19][CH:18]=[CH:17][CH:16]=1)=[CH:12][C:11]([Br:21])=[CH:10][CH:9]=2)=[O:4].ClC1C=CC=C(C(OO)=[O:40])C=1>ClCCl>[CH3:1][O:2][C:3]([C:5]1[N:6]([CH2:23][C:24]2[CH:25]=[CH:26][C:27]([S:30]([CH3:31])=[O:40])=[CH:28][CH:29]=2)[C:7](=[O:22])[C:8]2[C:13]([C:14]=1[C:15]1[CH:20]=[CH:19][CH:18]=[CH:17][CH:16]=1)=[CH:12][C:11]([Br:21])=[CH:10][CH:9]=2)=[O:4]. Procedure: To a solution (6.7 ml) of 6-bromo-2-(4-methylsulfanylbenzyl)-1-oxo-4-phenyl-1,2-dihydroisoquinoline-3-carboxylic acid methyl ester (334 mg) in dichloromethane was added m-chloro perbenzoic acid (200 mg) at 0° C. with stirring, and the mixture was stirred at room temperature for 2 hrs. The reaction mixture was washed with 1N sodium hydroxide and water, and the organic layer was dried and concentrated under reduced pressure. The residue was purified by silica gel column chromatography (hexane/ethy...